This data is from the Open Reaction Database (ORD), a public repository of structured organic reaction records. The task is: describe an organic reaction: reactants, conditions, products, and yield Starting materials: ferrous sulfate heptahydrate, C(=O)(O)C1=C(OC(C(=O)O)C)C(=CC(=C1)Cl)[N+](=O)[O-] (2-(2-carboxy-4-chloro-6-nitrophenoxy)propionic acid), N (ammonia), N (ammonia). The solvent is O (water), O (water). The product is ClC=1C=C(C2=C(NC(C(O2)C)=O)C1)C(=O)O (6-chloro-3,4-dihydro-2 -methyl-3-oxo-2H-1,4-benzoxazine-8-carboxylic acid). Yield: 92.2%. RXN SMILES: [C:1]([C:4]1[CH:15]=[C:14]([Cl:16])[CH:13]=[C:12]([N+:17]([O-])=O)[C:5]=1[O:6][CH:7]([CH3:11])[C:8](O)=[O:9])([OH:3])=[O:2].N>O>[Cl:16][C:14]1[CH:15]=[C:4]([C:1]([OH:3])=[O:2])[C:5]2[O:6][CH:7]([CH3:11])[C:8](=[O:9])[NH:17][C:12]=2[CH:13]=1. Procedure: To a solution of 960 g of ferrous sulfate heptahydrate in 2 1 of hot water is added a solution of 130 g of 2-(2-carboxy-4-chloro-6-nitrophenoxy)propionic acid and 200 ml of aqueous concentrated ammonia solution in 480 ml of water under stirring. After stirring for 30 minutes, to the reaction mixture is twice added 480 ml of aqueous concentrated ammonia solution. While the reaction mixture becomes exothermic, stirring is continued for an hour. The resultant mixture is filtered through a celite la... The reactants are ClC1=NN(C=C1)C (3-chloro-1-methylpyrazole), [N+](=O)(O)[O-] (nitric acid). The solvent is S(O)(O)(=O)=O (sulfuric acid). Run at time 2 hour. The product is ClC1=NN(C=C1[N+](=O)[O-])C (3-Chloro-1-methyl-4-nitro-1H-pyrazole). RXN SMILES: [Cl:1][C:2]1[CH:6]=[CH:5][N:4]([CH3:7])[N:3]=1.[N+:8]([O-])([OH:10])=[O:9]>S(=O)(=O)(O)O>[Cl:1][C:2]1[C:6]([N+:8]([O-:10])=[O:9])=[CH:5][N:4]([CH3:7])[N:3]=1. Reported procedure: To a solution of 3-chloro-1-methylpyrazole (Maybridge, Basel, Switzerland, 953 mg, 8.18 mmol) in concentrated sulfuric acid (1.4 ml), cooled with an ice-bath, was added over 30 min fuming nitric acid (1.19 mL, 28.6 mmol). The reaction mixture was stirred at rt for 2 h before being poured on ice/water and extracted with EtOAc (2×). The organic layers were washed with saturated aqueous NaHCO3 (2×) and brine, dried over Na2SO4, filtered, evaporated and dried over vacuum to give the title compound a... The reactants are COC(=O)C(O)(c1ccccc1)c1ccccc1, C[O-], CO, Cl, OC1CCCNC1, [Na+], c1ccccc1. The product is O=C(OC1CCCNC1)C(O)(c1ccccc1)c1ccccc1. Reaction SMILES: [C:8]([C:9]([OH:10])([c:11]1[cH:12][cH:13][cH:14][cH:15][cH:16]1)[c:17]1[cH:18][cH:19][cH:20][cH:21][cH:22]1)(=[O:23])[O:24][CH3:25].[CH3:26][O-:27].[CH3:30][OH:31].[ClH:29].[NH:1]1[CH2:2][CH:3]([OH:7])[CH2:4][CH2:5][CH2:6]1.[Na+:28].[cH:32]1[cH:33][cH:34][cH:35][cH:36][cH:37]1>>[NH:1]1[CH2:2][CH:3]([O:7][C:8]([C:9]([OH:10])([c:11]2[cH:12][cH:13][cH:14][cH:15][cH:16]2)[c:17]2[cH:18][cH:19][cH:20][cH:21][cH:22]2)=[O:23])[CH2:4][CH2:5][CH2:6]1. Starting materials: C(C1=CC=CC=C1)(=O)O[C@H]1C[C@H](O[C@H]1COC(C1=CC=CC=C1)=O)N1C(=O)NC(=O)C(=C1)F (1-(3,5-di-O-benzoyl-2-deoxy-β-L-xylofuranosyl)-5-fluorouracil). The solvent is CO (methanol), O (water). The product is [C@H]1(C[C@H](O)[C@@H](O1)CO)N1C(=O)NC(=O)C(=C1)F (1-(2-Deoxy-β-L-threo-pentofuranosyl)-5-fluorouracil). The yield is 85.0%. Reaction SMILES: C([O:9][C@@H:10]1[C@H:14]([CH2:15][O:16]C(=O)C2C=CC=CC=2)[O:13][C@H:12]([N:25]2[CH:32]=[C:31]([F:33])[C:29](=[O:30])[NH:28][C:26]2=[O:27])[CH2:11]1)(=O)C1C=CC=CC=1>CO.O>[C@H:12]1([N:25]2[CH:32]=[C:31]([F:33])[C:29](=[O:30])[NH:28][C:26]2=[O:27])[O:13][C@@H:14]([CH2:15][OH:16])[C@@H:10]([OH:9])[CH2:11]1. Procedure details: A solution of 1-(3,5-di-O-benzoyl-2-deoxy-β-L-xylofuranosyl)-5-fluorouracil (6b) (0.25 g, 0.55 mmol) in ammoniacal methanol (25 ml) is stirred overnight at room temperature. The solution is evaporated under reduced pressure and the residue is evaporated several times with methanol. The crude material obtained is dissolved in water and the resulting solution is washed several times with chloroform. The aqueous phase is evaporated and the residue is directly crystallized from methanol to give 115 ...